Dataset: the Open Reaction Database (ORD), a public repository of structured organic reaction records. Task: describe an organic reaction: reactants, conditions, products, and yield Reactants: C1CCOC1, CC(=O)O, CCOC(C)=O, COC(=O)c1cc(C=O)cc(OC)c1, CC(C)(C)OC(=O)NC(Cc1ccccc1)C(O)CN. The product is COC(=O)c1cc(CNCC(O)C(Cc2ccccc2)NC(=O)OC(C)(C)C)cc(OC)c1. Reaction SMILES: [CH2:39]1[O:40][CH2:41][CH2:42][CH2:43]1.[CH3:35][C:36](=[O:37])[OH:38].[CH3:44][CH2:45][O:46][C:47]([CH3:48])=[O:49].[CH:21](=[O:22])[c:23]1[cH:24][c:25]([C:26](=[O:27])[O:28][CH3:29])[cH:30][c:31]([O:33][CH3:34])[cH:32]1.[NH2:1][CH2:2][CH:3]([CH:4]([CH2:5][c:6]1[cH:7][cH:8][cH:9][cH:10][cH:11]1)[NH:12][C:13]([O:14][C:15]([CH3:16])([CH3:17])[CH3:18])=[O:19])[OH:20]>>[NH:1]([CH2:2][CH:3]([CH:4]([CH2:5][c:6]1[cH:7][cH:8][cH:9][cH:10][cH:11]1)[NH:12][C:13]([O:14][C:15]([CH3:16])([CH3:17])[CH3:18])=[O:19])[OH:20])[CH2:21][c:23]1[cH:24][c:25]([C:26](=[O:27])[O:28][CH3:29])[cH:30][c:31]([O:33][CH3:34])[cH:32]1. Reactants: Clc1cccc2nc3cc4ccccc4[nH]c-3c12, O, O=[N+]([O-])O. Product: O=[N+]([O-])c1ccc2[nH]c3c4c(Cl)cccc4nc-3cc2c1. As a reaction SMILES: [Cl:5][c:6]1[c:7]2[c:8]([cH:9][cH:10][cH:11]1)[n:12][c:13]1[cH:22][c:21]3[c:16]([nH:15][c:14]2-1)[cH:17][cH:18][cH:19][cH:20]3.[OH2:23].[OH:1][N+:2]([O-:3])=[O:4]>>[O-:1][N+:2](=[O:4])[c:19]1[cH:18][cH:17][c:16]2[nH:15][c:14]3[c:7]4[c:6]([Cl:5])[cH:11][cH:10][cH:9][c:8]4[n:12][c:13]-3[cH:22][c:21]2[cH:20]1. The reactants are BrB(Br)Br, O=C([O-])O, ClCCl, COc1c(F)c(C)cc2c1C(C)(C)CC(O)(C(F)(F)F)C2Nc1cccc2c(=O)[nH]ccc12, [Na+]. Product: Cc1cc2c(c(O)c1F)C(C)(C)CC(O)(C(F)(F)F)C2Nc1cccc2c(=O)[nH]ccc12. Reaction SMILES: [B:34]([Br:35])([Br:36])[Br:37].[C:38](=[O:39])([OH:40])[O-:41].[Cl:43][CH2:44][Cl:45].[F:1][c:2]1[c:3]([O:32][CH3:33])[c:4]2[c:9]([cH:10][c:11]1[CH3:12])[CH:8]([NH:13][c:14]1[c:15]3[cH:16][cH:17][nH:18][c:19](=[O:24])[c:20]3[cH:21][cH:22][cH:23]1)[C:7]([C:25]([F:26])([F:27])[F:28])([OH:29])[CH2:6][C:5]2([CH3:30])[CH3:31].[Na+:42]>>[F:1][c:2]1[c:3]([OH:32])[c:4]2[c:9]([cH:10][c:11]1[CH3:12])[CH:8]([NH:13][c:14]1[c:15]3[cH:16][cH:17][nH:18][c:19](=[O:24])[c:20]3[cH:21][cH:22][cH:23]1)[C:7]([C:25]([F:26])([F:27])[F:28])([OH:29])[CH2:6][C:5]2([CH3:30])[CH3:31]. The reactants are CO, O=[N+]([O-])c1cnc(O)c(-c2cncs2)c1. The product is Nc1cnc(O)c(-c2cncs2)c1. Reaction SMILES: [CH3:16][OH:17].[N+:1]([O-:2])(=[O:3])[c:4]1[cH:5][c:6](-[c:11]2[cH:12][n:13][cH:14][s:15]2)[c:7]([OH:10])[n:8][cH:9]1>>[NH2:1][c:4]1[cH:5][c:6](-[c:11]2[cH:12][n:13][cH:14][s:15]2)[c:7]([OH:10])[n:8][cH:9]1. Reactants: CCI, COC(=O)c1cc(O)cc(N2CCCC2=O)c1, Cl, [K+], [K+], O=C([O-])[O-], CN(C)C=O. The product is CCOc1cc(C(=O)OC)cc(N2CCCC2=O)c1. As a reaction SMILES: [CH2:24]([CH3:25])[I:26].[CH3:1][O:2][C:3]([c:4]1[cH:5][c:6]([OH:16])[cH:7][c:8]([N:10]2[C:11](=[O:15])[CH2:12][CH2:13][CH2:14]2)[cH:9]1)=[O:17].[ClH:32].[K+:18].[K+:19].[O-:20][C:21]([O-:22])=[O:23].[O:27]=[CH:28][N:29]([CH3:30])[CH3:31]>>[CH3:1][O:2][C:3]([c:4]1[cH:5][c:6]([O:16][CH2:24][CH3:25])[cH:7][c:8]([N:10]2[C:11](=[O:15])[CH2:12][CH2:13][CH2:14]2)[cH:9]1)=[O:17]. Starting materials: BrC1=C(C=CC=C1)SCCC(=O)OCC (ethyl 3-((2-bromophenyl)thio)propanoate), FC1=C(C=CC(=C1)B1OC(C(O1)(C)C)(C)C)C=1C=NC(=NC1)N (5-(2-fluoro-4-(4,4,5,5-tetramethyl-1,3,2-dioxaborolan-2-yl)phenyl)pyrimidin-2-amine), C(Cl)Cl (CH2Cl2), C(=O)([O-])[O-].[Na+].[Na+] (Na2CO3). Reagents/catalysts: C1=CC=C(C=C1)P([C-]2C=CC=C2)C3=CC=CC=C3.C1=CC=C(C=C1)P([C-]2C=CC=C2)C3=CC=CC=C3.Cl[Pd]Cl.[Fe+2] (Pd(dppf)Cl2). Solvent: O1CCOCC1.O (1,4-dioxane water). Yields the product NC1=NC=C(C=N1)C1=CC=C(C=C1F)C1=C(C=CC=C1)SCCC(=O)OCC (Ethyl 3-(4′-(2-aminopyrimidin-5-yl)-5′-fluorobiphenyl-2-ylthio)propanoate). Isolated yield 81.8%. RXN SMILES: Br[C:2]1[CH:7]=[CH:6][CH:5]=[CH:4][C:3]=1[S:8][CH2:9][CH2:10][C:11]([O:13][CH2:14][CH3:15])=[O:12].[F:16][C:17]1[CH:22]=[C:21](B2OC(C)(C)C(C)(C)O2)[CH:20]=[CH:19][C:18]=1[C:32]1[CH:33]=[N:34][C:35]([NH2:38])=[N:36][CH:37]=1.C(Cl)Cl.C([O-])([O-])=O.[Na+].[Na+]>C1C=CC(P(C2C=CC=CC=2)[C-]2C=CC=C2)=CC=1.C1C=CC(P(C2C=CC=CC=2)[C-]2C=CC=C2)=CC=1.Cl[Pd]Cl.[Fe+2].O1CCOCC1.O>[NH2:38][C:35]1[N:36]=[CH:37][C:32]([C:18]2[C:17]([F:16])=[CH:22][C:21]([C:2]3[CH:7]=[CH:6][CH:5]=[CH:4][C:3]=3[S:8][CH2:9][CH2:10][C:11]([O:13][CH2:14][CH3:15])=[O:12])=[CH:20][CH:19]=2)=[CH:33][N:34]=1 |f:3.4.5,6.7.8.9,10.11|. Procedure details: A mixture of ethyl 3-((2-bromophenyl)thio)propanoate (5.8 g, 20 mmol), 5-(2-fluoro-4-(4,4,5,5-tetramethyl-1,3,2-dioxaborolan-2-yl)phenyl)pyrimidin-2-amine (6.95 g, 22.1 mmol), Pd(dppf)Cl2.CH2Cl2 (1.7 g, 2.0 mmol), Na2CO3 (4.25 g, 40.1 mmol) and 1,4-dioxane/water (80 mL/10 mL) was stirred at 90° C. overnight under N2. The reaction mixture was cooled to rt, filtered, and the filtrate concentrated to dryness. The resultant residue was subjected to FCC to give the title compound (6.5 g, 82%). MS (ES... Starting materials: Cl (hydrochloric acid), O1CCCC1 (tetrahydrofuran), CON=C(C(=O)NC1[C@@H]2N(C(=C(CS2)CSC2=NN=NN2CC#C)C(=O)O)C1=O)C=1N=C(SC1)NC=O (7-[2-methoxyimino-2-(2-formamidothiazol-4-yl)acetamido]-3-[1-(2-propynyl)-1H-tetrazol-5-yl]thiomethyl-3-cephem-4-carboxylic acid). Run in CO (methanol). Conditions: time 10 minute. Product: CON=C(C(=O)NC1[C@@H]2N(C(=C(CS2)CSC2=NN=NN2CC#C)C(=O)O)C1=O)C=1N=C(SC1)N (7-[2-methoxyimino-2-(2-aminothiazol-4-yl)acetamido]-3-[1-(2-propynyl)-1H-tetrazol-5-yl]thiomethyl-3-cephem-4-carboxylic acid). Yield: 48.9%. Reaction SMILES: [CH3:1][O:2][N:3]=[C:4]([C:30]1[N:31]=[C:32]([NH:35]C=O)[S:33][CH:34]=1)[C:5]([NH:7][CH:8]1[C:28](=[O:29])[N:10]2[C:11]([C:25]([OH:27])=[O:26])=[C:12]([CH2:15][S:16][C:17]3[N:21]([CH2:22][C:23]#[CH:24])[N:20]=[N:19][N:18]=3)[CH2:13][S:14][C@H:9]12)=[O:6].Cl.O1CCCC1>CO>[CH3:1][O:2][N:3]=[C:4]([C:30]1[N:31]=[C:32]([NH2:35])[S:33][CH:34]=1)[C:5]([NH:7][CH:8]1[C:28](=[O:29])[N:10]2[C:11]([C:25]([OH:27])=[O:26])=[C:12]([CH2:15][S:16][C:17]3[N:21]([CH2:22][C:23]#[CH:24])[N:20]=[N:19][N:18]=3)[CH2:13][S:14][C@H:9]12)=[O:6]. Procedure: To a mixture of 7-[2-methoxyimino-2-(2-formamidothiazol-4-yl)acetamido]-3-[1-(2-propynyl)-1H-tetrazol-5-yl]thiomethyl-3-cephem-4-carboxylic acid (syn isomer) (1.4 g) in methanol (10.0 ml) were added conc. hydrochloric acid (0.52 g) and tetrahydrofuran (5.0 g) and the mixture was stirred for 2 hours and 10 minutes at room temperature. After the evaporation of the reaction mixture, to the residue were added water and ethyl acetate and then the resulting mixture was adjusted to pH 7.0 with a satura... The reactants are CCOC(=O)C1CCCN(C(=O)C=Cc2ccc(Sc3ccc4c(ccn4C)c3)c(Cl)c2Cl)C1, [K+], [Na+], [OH-], [OH-]. Product: Cn1ccc2cc(Sc3ccc(C=CC(=O)N4CCCC(C(=O)O)C4)c(Cl)c3Cl)ccc21. Reaction SMILES: [CH3:1][n:2]1[cH:3][cH:4][c:5]2[cH:6][c:7]([S:11][c:12]3[c:13]([Cl:34])[c:14]([Cl:33])[c:15]([CH:18]=[CH:19][C:20](=[O:21])[N:22]4[CH2:23][CH:24]([C:28](=[O:29])[O:30][CH2:31][CH3:32])[CH2:25][CH2:26][CH2:27]4)[cH:16][cH:17]3)[cH:8][cH:9][c:10]12.[K+:36].[Na+:38].[OH-:35].[OH-:37]>>[CH3:1][n:2]1[cH:3][cH:4][c:5]2[cH:6][c:7]([S:11][c:12]3[c:13]([Cl:34])[c:14]([Cl:33])[c:15]([CH:18]=[CH:19][C:20](=[O:21])[N:22]4[CH2:23][CH:24]([C:28](=[O:29])[OH:30])[CH2:25][CH2:26][CH2:27]4)[cH:16][cH:17]3)[cH:8][cH:9][c:10]12. Reactants: C1CCNCC1, C#C[Si](C)(C)C, [Cu]I, Ic1ccc(CN2CCCC2)cc1. The product is C[Si](C)(C)C#Cc1ccc(CN2CCCC2)cc1. Reaction SMILES: [CH2:14]1[CH2:15][CH2:16][NH:17][CH2:18][CH2:19]1.[CH3:20][Si:21]([CH3:22])([CH3:23])[C:24]#[CH:25].[Cu:26][I:27].[I:1][c:2]1[cH:3][cH:4][c:5]([CH2:6][N:7]2[CH2:8][CH2:9][CH2:10][CH2:11]2)[cH:12][cH:13]1>>[c:2]1([C:25]#[C:24][Si:21]([CH3:20])([CH3:22])[CH3:23])[cH:3][cH:4][c:5]([CH2:6][N:7]2[CH2:8][CH2:9][CH2:10][CH2:11]2)[cH:12][cH:13]1.